This data is from the Open Reaction Database (ORD), a public repository of structured organic reaction records. The task is: describe an organic reaction: reactants, conditions, products, and yield Reactants: [Br-], O=S1c2ccccc2-c2cc(Br)ccc21, [NH4+], [OH-]. Product: Nc1ccc2c(c1)-c1ccccc1S2=O. RXN SMILES: [Br-:16].[Br:1][c:2]1[cH:3][c:4]2[c:5]([cH:14][cH:15]1)[S:6](=[O:13])[c:7]1[c:8]-2[cH:9][cH:10][cH:11][cH:12]1.[NH4+:17].[OH-:18]>>[c:2]1([NH2:17])[cH:3][c:4]2[c:5]([cH:14][cH:15]1)[S:6](=[O:13])[c:7]1[c:8]-2[cH:9][cH:10][cH:11][cH:12]1.